Dataset: the Open Reaction Database (ORD), a public repository of structured organic reaction records. Task: describe an organic reaction: reactants, conditions, products, and yield Reactants: NC1=C(C=C(C(=CC(=O)O)C2=CC=C(C=C2)Br)C=C1Cl)Cl (4-amino-β-(4'-bromophenyl)-3,5-dichloro-cinnamic acid), ClC(=O)OCC (ethyl chloroformate), N1CCOCC1 (morpholine). Run in C(C)N(CC)CC (triethylamine). Yields the product NC1=C(C=C(C(=CC(=O)N2CCOCC2)C2=CC=C(C=C2)Br)C=C1Cl)Cl (4-Amino-β-(4'-bromophenyl)-3,5-dichloro-cinnamic acid morpholide). RXN SMILES: [NH2:1][C:2]1[C:19]([Cl:20])=[CH:18][C:5]([C:6]([C:11]2[CH:16]=[CH:15][C:14]([Br:17])=[CH:13][CH:12]=2)=[CH:7][C:8]([OH:10])=O)=[CH:4][C:3]=1[Cl:21].ClC(OCC)=O.[NH:28]1[CH2:33][CH2:32][O:31][CH2:30][CH2:29]1>C(N(CC)CC)C>[NH2:1][C:2]1[C:3]([Cl:21])=[CH:4][C:5]([C:6]([C:11]2[CH:16]=[CH:15][C:14]([Br:17])=[CH:13][CH:12]=2)=[CH:7][C:8]([N:28]2[CH2:33][CH2:32][O:31][CH2:30][CH2:29]2)=[O:10])=[CH:18][C:19]=1[Cl:20]. Procedure details: This compound was prepared from 4-amino-β-(4'-bromophenyl)-3,5-dichloro-cinnamic acid (isomer ratio A:B=1:2.5), ethyl chloroformate, triethylamine and morpholine analogous to Example 1(c). The reactants are CCC(=O)Cl, CC1(N2CCC(N3C(=O)NC4CCCCC43)CC2)CCNCC1. The product is CCC(=O)N1CCC(C)(N2CCC(N3C(=O)NC4CCCCC43)CC2)CC1. As a reaction SMILES: [C:24]([CH2:25][CH3:26])(=[O:27])[Cl:28].[CH3:1][C:2]1([N:8]2[CH2:9][CH2:10][CH:11]([N:14]3[C:15](=[O:23])[NH:16][CH:17]4[CH:18]3[CH2:19][CH2:20][CH2:21][CH2:22]4)[CH2:12][CH2:13]2)[CH2:3][CH2:4][NH:5][CH2:6][CH2:7]1>>[CH3:1][C:2]1([N:8]2[CH2:9][CH2:10][CH:11]([N:14]3[C:15](=[O:23])[NH:16][CH:17]4[CH:18]3[CH2:19][CH2:20][CH2:21][CH2:22]4)[CH2:12][CH2:13]2)[CH2:3][CH2:4][N:5]([C:24]([CH2:25][CH3:26])=[O:27])[CH2:6][CH2:7]1.